From a dataset of the Open Reaction Database (ORD), a public repository of structured organic reaction records. describe an organic reaction: reactants, conditions, products, and yield Yield: 68.1%. Reaction conditions: time 8 hour. Solvent: C1(=CC=CC=C1)C (toluene). As a reaction SMILES: [Cl:1][C:2]1[N:7]=[CH:6][C:5]([CH:8]=O)=[CH:4][CH:3]=1.[O-]S([O-])(=O)=O.[Na+].[Na+].[CH3:17][NH2:18].[O-]S([O-])(=O)=O.[Mg+2]>C1(C)C=CC=CC=1>[Cl:1][C:2]1[N:7]=[CH:6][C:5]([CH:8]=[N:18][CH3:17])=[CH:4][CH:3]=1 |f:1.2.3,5.6|. The reactants are [O-]S(=O)(=O)[O-].[Mg+2] (MgSO4), ClC1=CC=C(C=N1)C=O (6-chloropyridine-3-aldehyde), [O-]S(=O)(=O)[O-].[Na+].[Na+] (Na2SO4), aqueous solution, CN (methylamine). Yields the product ClC1=CC=C(C=N1)C=NC (N-(6-chloro-3-pyridylmethylidene)methylamine). Reported procedure: In 30 ml of toluene, 0.8 g (5.7×10-3 moles) of 6-chloropyridine-3-aldehyde and 10 g of Na2SO4 were mixed and while the mixtures was stirred, a 40% aqueous solution of methylamine (1.4 g, 1.1×10-2 mole) was added dropwise over 30 minutes, followed by addition of 10 g of MgSO4. The mixture was allowed to stand at room temperature overnight, after which it was filtered. The filtrate was concentrated to give 0.6 g (yield 68%) of N-(6-chloro-3-pyridylmethylidene)methylamine as crystals.